From a dataset of the Open Reaction Database (ORD), a public repository of structured organic reaction records. describe an organic reaction: reactants, conditions, products, and yield Starting materials: F[C@@H]1CO[C@@H](CC[C@H]1NC(OC(C)(C)C)=O)C1=C(C=NN1C)[N+](=O)[O-] (tert-butyl ((3S,4R,7S)-3-fluoro-7-(1-methyl-4-nitro-1H-pyrazol-5-yl)oxepan-4-yl)carbamate), F[C@@H]1CO[C@@H](CC[C@H]1NC(OC(C)(C)C)=O)C1=C(C=NN1C)[N+](=O)[O-] (tert-butyl ((3S,4R,7S)-3-fluoro-7-(1-methyl-4-nitro-1H-pyrazol-5-yl)oxepan-4-yl)carbamate), FC1=C(C(=CC=C1)F)C=1SC=C(N1)C(=O)O (2-(2,6-difluorophenyl)thiazole-4-carboxylic acid). Product: N[C@@H]1CC[C@H](OC[C@H]1F)C1=C(C=NN1C)NC(=O)C=1N=C(SC1)C1=C(C=CC=C1F)F (N-(5-((2S,5R,6S)-5-amino-6-fluorooxepan-2-yl)-1-methyl-1H-pyrazol-4-yl)-2-(2,6-difluorophenyl)thiazole-4-carboxamide). RXN SMILES: [F:1][C@H:2]1[C@H:8]([NH:9]C(=O)OC(C)(C)C)[CH2:7][CH2:6][C@@H:5]([C:17]2[N:21]([CH3:22])[N:20]=[CH:19][C:18]=2[N+:23]([O-])=O)[O:4][CH2:3]1.[F:26][C:27]1[CH:32]=[CH:31][CH:30]=[C:29]([F:33])[C:28]=1[C:34]1[S:35][CH:36]=[C:37]([C:39](O)=[O:40])[N:38]=1>>[NH2:9][C@H:8]1[C@H:2]([F:1])[CH2:3][O:4][C@H:5]([C:17]2[N:21]([CH3:22])[N:20]=[CH:19][C:18]=2[NH:23][C:39]([C:37]2[N:38]=[C:34]([C:28]3[C:27]([F:26])=[CH:32][CH:31]=[CH:30][C:29]=3[F:33])[S:35][CH:36]=2)=[O:40])[CH2:6][CH2:7]1. Reported procedure: Following the procedure for Example 111 starting from tert-butyl ((3S,4R,7S)-3-fluoro-7-(1-methyl-4-nitro-1H-pyrazol-5-yl)oxepan-4-yl)carbamate (Intermediate 80), and replacing 5-((tert-butoxycarbonyl)amino)-2-(2,6-difluorophenyl)thiazole-4-carboxylic acid with 2-(2,6-difluorophenyl)thiazole-4-carboxylic acid (see US2012/225061) gave 321. 1H NMR (400 MHz, DMSO-d6) δ 9.94-9.85 (m, 1H), 8.63 (d, J=1.2 Hz, 1H), 7.81 (d, J=1.1 Hz, 1H), 7.69-7.60 (m, 1H), 7.33 (t, J=8.7 Hz, 2H), 4.81 (dd, J=10.9, 3.5... Starting materials: BrC=1C(=C(C(=C(C=O)C1)[N+](=O)[O-])OC)O (5-Bromo-4-hydroxy-3-methoxy-2-nitrobenzaldehyde). Reagents/catalysts: [Fe] (Fe). Run in CCO.O (EtOH H2O). Run at temperature 100 celsius, time 1 hour. Yields the product NC1=C(C=O)C=C(C(=C1OC)O)Br (2-Amino-5-bromo-4-hydroxy-3-methoxybenzaldehyde). Yield: 83.9%. RXN SMILES: [Br:1][C:2]1[C:3]([OH:15])=[C:4]([O:13][CH3:14])[C:5]([N+:10]([O-])=O)=[C:6]([CH:9]=1)[CH:7]=[O:8]>CCO.O.[Fe]>[NH2:10][C:5]1[C:4]([O:13][CH3:14])=[C:3]([OH:15])[C:2]([Br:1])=[CH:9][C:6]=1[CH:7]=[O:8] |f:1.2|. Procedure details: To the mixture of phenol 154 (25.4 g, 92 mmol) in EtOH/H2O (350 mL/100 mL) were added FeSO47H2O (4.7 g) and Fe powder (47 g). The mixture was stirred at 100° C. for 1 hr. The mixture was cooled down to 50° C. and filtered to remove inorganic materials through celite. The filtrate was concentrated in vacuo to provide the title compound 155 (19.0 g, 84%). Starting materials: [N+](=O)([O-])C1=CC2=C(NC(=N2)SC2=C(C=C(C=C2)[N+](=O)[O-])C2=NC=CC=C2)C=C1 (5-Nitro-2-[4-nitro-2-(2-pyridyl)-phenyl thio]-1H-benzimidazole), ClCCl (dichloromethane), ClC1=CC(=CC=C1)C(=O)OO (m-chloroperbenzoic acid). The solvent is CO (methanol). Conditions: time 30 minute. The product is [N+](=O)([O-])C1=CC2=C(NC(=N2)S(=O)C2=C(C=C(C=C2)[N+](=O)[O-])C2=NC=CC=C2)C=C1 (5-Nitro-2-[4-nitro-2-(2-pyridyl)-phenyl sulphinyl]-1H-benzimidazole). As a reaction SMILES: [N+:1]([C:4]1[CH:28]=[CH:27][C:7]2[NH:8][C:9]([S:11][C:12]3[CH:17]=[CH:16][C:15]([N+:18]([O-:20])=[O:19])=[CH:14][C:13]=3[C:21]3[CH:26]=[CH:25][CH:24]=[CH:23][N:22]=3)=[N:10][C:6]=2[CH:5]=1)([O-:3])=[O:2].ClCCl.ClC1C=CC=C(C(OO)=[O:40])C=1>CO>[N+:1]([C:4]1[CH:28]=[CH:27][C:7]2[NH:8][C:9]([S:11]([C:12]3[CH:17]=[CH:16][C:15]([N+:18]([O-:20])=[O:19])=[CH:14][C:13]=3[C:21]3[CH:26]=[CH:25][CH:24]=[CH:23][N:22]=3)=[O:40])=[N:10][C:6]=2[CH:5]=1)([O-:3])=[O:2]. Procedure details: A solution of the sulphide of step (a) above (1.15 mmoles) in methanol (70 ml)/dichloromethane (50 ml) was stirred at 10°. Solid m-chloroperbenzoic acid (80%; 1.38 mmoles) was added portionwise over 5 minutes. The solution was stirred at 10° for a further 30 minutes and then concentrated to approximately 25 ml. Silica gel (approximately 10 g) was added and the remaining solvent removed. Flash chromatography using dichloromethane containing 20 % ethyl acetate as eluant gave a pale orange solid (0... Reactants: anhydride, Z-(L)-Boc-(D)-mesoDAP-(D)-NHNHBoc, N[C@H](C)C(=O)O (D-alanine), ClC(=O)OCC(C)C (isobutyl chloroformate), C[Si](C)(C)C(C(=O)N)[Si](C)(C)C (bis(trimethylsilyl)acetamide), C[Si](C)(C)OC([C@H](N)C)=O (D-alanine trimethylsilyl ester). Solvent: C(Cl)Cl (methylene chloride), CN(C=O)C (dimethylformamide), C(Cl)Cl (methylene chloride). Conditions: time 15 hour. The product is C(C[C@H](C(=O)O)N)C[C@@H](C(=O)O)N.NCC(=O)O (meso-DAP (D)GlyOH). Reaction SMILES: [NH2:1][C@@H:2]([C:4]([OH:6])=[O:5])[CH3:3].[CH3:7][Si](C([Si](C)(C)C)C(N)=O)(C)C.ClC(OCC(C)C)=O.C[Si]([O:31][C:32](=[O:36])[C@@H:33]([CH3:35])[NH2:34])(C)C>C(Cl)Cl.CN(C)C=O>[CH2:7]([CH2:35][C@H:33]([NH2:34])[C:32]([OH:31])=[O:36])[CH2:3][C@@H:2]([NH2:1])[C:4]([OH:6])=[O:5].[NH2:1][CH2:2][C:4]([OH:6])=[O:5] |f:6.7|. Procedure details: To a suspension of D-alanine (2.89 g) in a mixture of methylene chloride (30 ml) and dimethylformamide (12 ml) was added bis(trimethylsilyl)acetamide (30 ml) and the mixture was stirred for 15 hours at room temperature to give a clear solution. To a solution of the mixed anhydride of Z-(L)-Boc-(D)-mesoDAP-(D)-NHNHBoc (1) (13.45 g) in methylene chloride (140 ml), prepared by adding N-methylmorphorine (3.03 g) and isobutyl chloroformate (4.10 g) at -15° and stirring the mixture for 40 minutes at t... Starting materials: C1(=C(C=CC=C1)N)N (1,2-phenylenediamine), N,N′-carbonyldiimidazole, CN1C(N(CC1)C)=O (1,3-dimethyl-2-imidazolidinone), CS(=O)(=O)O (methanesulfonic acid), N1=CC(=CC=C1)COC(=O)NCC1=CC=C(C(=O)O)C=C1 (4-[N-(pyridin-3-ylmethoxycarbonyl)aminomethyl]benzoic acid). Run in O (water). Conditions: time 2 hour. The product is NC1=C(C=CC=C1)NC(C1=CC=C(C=C1)CNC(=O)OCC=1C=NC=CC1)=O (N-(2-aminophenyl)-4-[N-(pyridin-3-ylmethoxycarbonyl)aminomethyl]benzamide). Yield: 71.9%. RXN SMILES: CN1CCN(C)C1=O.[N:9]1[CH:14]=[CH:13][CH:12]=[C:11]([CH2:15][O:16][C:17]([NH:19][CH2:20][C:21]2[CH:29]=[CH:28][C:24]([C:25]([OH:27])=O)=[CH:23][CH:22]=2)=[O:18])[CH:10]=1.[C:30]1([NH2:37])[CH:35]=[CH:34][CH:33]=[CH:32][C:31]=1[NH2:36].CS(O)(=O)=O>O>[NH2:36][C:31]1[CH:32]=[CH:33][CH:34]=[CH:35][C:30]=1[NH:37][C:25](=[O:27])[C:24]1[CH:23]=[CH:22][C:21]([CH2:20][NH:19][C:17]([O:16][CH2:15][C:11]2[CH:10]=[N:9][CH:14]=[CH:13][CH:12]=2)=[O:18])=[CH:29][CH:28]=1. Procedure details: 7.78 g (48 mmole) of N,N′-carbonyldiimidazole were added to a 1,3-dimethyl-2-imidazolidinone (50 g) suspension including 11.45 g (40 mmole) of 4-[N-(pyridin-3-ylmethoxycarbonyl)aminomethyl]benzoic acid. After stirring at room temperature for 2 hours, 17.30 g (0.16 mole) of 1,2-phenylenediamine were added to the solution. After cooling to 2° C., 9.60 g (0.1 mole) of methanesulfonic acid were added dropwise. After stirring for 2 hours, water was added, and the deposited solid was collected by filt... Reactants: [Li]CCCC, CC(C(=O)O)c1ccc(O[Si](C)(C)C(C)(C)C)cc1, CI, CCCCCC, CC(C)NC(C)C, C1CCOC1. The product is CC(C)(C(=O)O)c1ccc(O[Si](C)(C)C(C)(C)C)cc1. RXN SMILES: [CH2:8]([Li:9])[CH2:10][CH2:11][CH3:12].[CH3:13][Si:14]([O:15][c:16]1[cH:17][cH:18][c:19]([CH:22]([C:23](=[O:24])[OH:25])[CH3:26])[cH:20][cH:21]1)([C:27]([CH3:28])([CH3:29])[CH3:30])[CH3:31].[CH3:32][I:33].[CH3:34][CH2:35][CH2:36][CH2:37][CH2:38][CH3:39].[CH:1]([NH:2][CH:3]([CH3:4])[CH3:5])([CH3:6])[CH3:7].[O:40]1[CH2:41][CH2:42][CH2:43][CH2:44]1>>[CH3:1][C:22]([c:19]1[cH:18][cH:17][c:16]([O:15][Si:14]([CH3:13])([C:27]([CH3:28])([CH3:29])[CH3:30])[CH3:31])[cH:21][cH:20]1)([C:23](=[O:24])[OH:25])[CH3:26].